From a dataset of the Open Reaction Database (ORD), a public repository of structured organic reaction records. describe an organic reaction: reactants, conditions, products, and yield Reactants: [Br-], OCc1cncc(Br)c1, ClCCl, [K+], [K+], [Li+], O=C([O-])[O-], CS(=O)(=O)Cl, c1ccncc1. Product: BrCc1cncc(Br)c1. Reaction SMILES: [Br-:27].[Br:1][c:2]1[cH:3][c:4]([CH2:8][OH:9])[cH:5][n:6][cH:7]1.[CH2:29]([Cl:30])[Cl:31].[K+:21].[K+:22].[Li+:28].[O-:23][C:24]([O-:25])=[O:26].[S:16]([Cl:17])([CH3:18])(=[O:19])=[O:20].[cH:10]1[cH:11][cH:12][n:13][cH:14][cH:15]1>>[Br:1][c:2]1[cH:3][c:4]([CH2:8][Br:27])[cH:5][n:6][cH:7]1. The reactants are CCCCc1nc2c(C)ccc(OCCCCCN3CNC4CC=CC=C43)c2n1Cc1ccc(-c2ccccc2C(=O)OC(C)(C)C)cc1, ClCCl, O=C(O)C(F)(F)F. Product: CCCCc1nc2c(C)ccc(OCCCCCN3CNC4CC=CC=C43)c2n1Cc1ccc(-c2ccccc2C(=O)O)cc1. As a reaction SMILES: [CH2:1]([CH2:2][CH2:3][CH3:4])[c:5]1[n:6][c:7]2[c:8]([n:9]1[CH2:10][c:11]1[cH:12][cH:13][c:14](-[c:17]3[c:18]([C:23](=[O:24])[O:25][C:26]([CH3:27])([CH3:28])[CH3:29])[cH:19][cH:20][cH:21][cH:22]3)[cH:15][cH:16]1)[c:30]([O:35][CH2:36][CH2:37][CH2:38][CH2:39][CH2:40][N:41]1[CH2:42][NH:43][CH:44]3[C:45]1=[CH:46][CH:47]=[CH:48][CH2:49]3)[cH:31][cH:32][c:33]2[CH3:34].[CH2:57]([Cl:58])[Cl:59].[OH:50][C:51]([C:52]([F:53])([F:54])[F:55])=[O:56]>>[CH2:1]([CH2:2][CH2:3][CH3:4])[c:5]1[n:6][c:7]2[c:8]([n:9]1[CH2:10][c:11]1[cH:12][cH:13][c:14](-[c:17]3[c:18]([C:23](=[O:24])[OH:25])[cH:19][cH:20][cH:21][cH:22]3)[cH:15][cH:16]1)[c:30]([O:35][CH2:36][CH2:37][CH2:38][CH2:39][CH2:40][N:41]1[CH2:42][NH:43][CH:44]3[C:45]1=[CH:46][CH:47]=[CH:48][CH2:49]3)[cH:31][cH:32][c:33]2[CH3:34]. Starting materials: CCOC(=O)CC(Cc1ccc(-c2cccc(Cl)c2)cc1)NC(=O)c1cnc(OC)s1, Cl, C1COCCO1. The product is CCOC(=O)CC(Cc1ccc(-c2cccc(Cl)c2)cc1)NC(=O)c1c[nH]c(=O)s1. Reaction SMILES: [Cl:1][c:2]1[cH:3][c:4](-[c:8]2[cH:9][cH:10][c:11]([CH2:14][CH:15]([CH2:16][C:17](=[O:18])[O:19][CH2:20][CH3:21])[NH:22][C:23](=[O:24])[c:25]3[cH:26][n:27][c:28]([O:30][CH3:31])[s:29]3)[cH:12][cH:13]2)[cH:5][cH:6][cH:7]1.[ClH:32].[O:33]1[CH2:34][CH2:35][O:36][CH2:37][CH2:38]1>>[Cl:1][c:2]1[cH:3][c:4](-[c:8]2[cH:9][cH:10][c:11]([CH2:14][CH:15]([CH2:16][C:17](=[O:18])[O:19][CH2:20][CH3:21])[NH:22][C:23](=[O:24])[c:25]3[cH:26][nH:27][c:28](=[O:30])[s:29]3)[cH:12][cH:13]2)[cH:5][cH:6][cH:7]1.